From a dataset of the Open Reaction Database (ORD), a public repository of structured organic reaction records. describe an organic reaction: reactants, conditions, products, and yield Starting materials: C(C)C1=NC=2C(=NC(=CC2C)C)N1C1CCC2=CC(=CC=C12)C1=C(C#N)C=CC=C1 (2-[1-(2-ethyl-5,7-dimethyl-imidazo[4,5-b]pyridin-3-yl)-indan-5-yl]-benzonitrile), C[Sn](C)(C)N=[N+]=[N-] (trimethyltin azide). Solvent: C=1(C(=CC=CC1)C)C (xylene). Reaction conditions: temperature 23 celsius. The product is C(C)C1=NC=2C(=NC(=CC2C)C)N1C1CCC2=CC(=CC=C12)C1=C(C=CC=C1)C1=NN=NN1 (2-Ethyl-5.7-dimethyl-3-{5-[2-(1H-tetrazol-5-yl)-phenyl]-indan-1-yl}-3H-imidazo[4,5-b]pyridine). Isolated yield 39.7%. As a reaction SMILES: [CH2:1]([C:3]1[N:13]([CH:14]2[C:22]3[C:17](=[CH:18][C:19]([C:23]4[CH:30]=[CH:29][CH:28]=[CH:27][C:24]=4[C:25]#[N:26])=[CH:20][CH:21]=3)[CH2:16][CH2:15]2)[C:6]2=[N:7][C:8]([CH3:12])=[CH:9][C:10]([CH3:11])=[C:5]2[N:4]=1)[CH3:2].C[Sn]([N:35]=[N+:36]=[N-:37])(C)C>C1(C)C(C)=CC=CC=1>[CH2:1]([C:3]1[N:13]([CH:14]2[C:22]3[C:17](=[CH:18][C:19]([C:23]4[CH:30]=[CH:29][CH:28]=[CH:27][C:24]=4[C:25]4[NH:37][N:36]=[N:35][N:26]=4)=[CH:20][CH:21]=3)[CH2:16][CH2:15]2)[C:6]2=[N:7][C:8]([CH3:12])=[CH:9][C:10]([CH3:11])=[C:5]2[N:4]=1)[CH3:2]. Procedure details: A mixture of 2-[1-(2-ethyl-5,7-dimethyl-imidazo[4,5-b]pyridin-3-yl)-indan-5-yl]-benzonitrile (100 mg, 0.26 mmol) and trimethyltin azide (110 mg, 0.51 mmol) in xylene (3.0 mL) was heated under reflux for 48 hours. The reaction mixture was cooled to 23° C. and the solvent was removed in vacuo. The crude residue was chromatographed on SiO2 -gel using 10% MeOH/CH2Cl2 to afford 45 mg of the tetrazole, mp-181 ° C. 1H NMR (250 MHz, d6 -DMSO): d 7.64 (m, 1 H), 7.53 (m, 1 H), 7.15 (s, 1 H), 6.91 (s, 1 H)... Reactants: CCCCCC, O=C(OC(=O)C(F)(F)F)C(F)(F)F, O=S(=O)(O)C(F)(F)F, O=S(c1ccccc1)c1ccccc1, Cc1cc(C)cc(C)c1. Yields the product O=S(=O)([O-])C(F)(F)F, Cc1cc(C)c([S+](c2ccccc2)c2ccccc2)c(C)c1. RXN SMILES: [CH3:45][CH2:46][CH2:47][CH2:48][CH2:49][CH3:50].[F:24][C:25]([F:26])([F:27])[C:28]([O:29][C:30](=[O:31])[C:32]([F:33])([F:34])[F:35])=[O:36].[F:37][C:38]([S:39](=[O:40])(=[O:41])[OH:42])([F:43])[F:44].[c:10]1([S:16](=[O:17])[c:18]2[cH:19][cH:20][cH:21][cH:22][cH:23]2)[cH:11][cH:12][cH:13][cH:14][cH:15]1.[c:1]1([CH3:9])[cH:2][c:3]([CH3:8])[cH:4][c:5]([CH3:7])[cH:6]1>>[F:37][C:38]([S:39](=[O:40])(=[O:41])[O-:42])([F:43])[F:44].[c:1]1([CH3:9])[c:2]([S+:16]([c:10]2[cH:11][cH:12][cH:13][cH:14][cH:15]2)[c:18]2[cH:19][cH:20][cH:21][cH:22][cH:23]2)[c:3]([CH3:8])[cH:4][c:5]([CH3:7])[cH:6]1. The reactants are ClS(=O)(=O)O (chlorosulphonic acid), CC1=NC(=CC(=[N+]1[O-])N)N(C)C (2-methyl-4-amino-6-dimethylaminopyrimidine 3-oxide), C(C)(C)N(C(C)C)CC (N,N-diisopropylethylamine). Solvent: 1/1, C(Cl)(Cl)Cl.CN(C=O)C (chloroform dimethylformamide). Reaction conditions: time 7 hour. Product: [OH-].CC1[NH+]=C(C=C(N1OS(=O)(=O)O)N)N(C)C (2-methyl-4-amino-6-dimethylamino-3-sulphoxypyrimidinium hydroxide). Isolated yield 44.3%. Reaction SMILES: Cl[S:2]([OH:5])(=[O:4])=[O:3].C(N(CC)C(C)C)(C)C.[CH3:15][C:16]1[N+:21]([O-:22])=[C:20]([NH2:23])[CH:19]=[C:18]([N:24]([CH3:26])[CH3:25])[N:17]=1>C(Cl)(Cl)Cl.CN(C)C=O>[OH-:3].[CH3:15][CH:16]1[N:21]([O:22][S:2]([OH:5])(=[O:4])=[O:3])[C:20]([NH2:23])=[CH:19][C:18]([N:24]([CH3:25])[CH3:26])=[NH+:17]1 |f:3.4,5.6|. Reported procedure: 133 ml (0.002 mol) of chlorosulphonic acid is added, with stirring, to a solution of 0.72 ml (0.0042 mol) of N,N-diisopropylethylamine in 12 ml of a 1/1 chloroform/dimethylformamide mixture, cooled in ice. After a waiting time of 30 minutes, 0. 168 g (0.001 mol) of 2-methyl-4-amino-6-dimethylaminopyrimidine 3-oxide prepared according to Example 2 is added and the mixture is kept at between 5° and 10° C. for 7 hours under nitrogen. The solvent is evaporated. The residue, taken up in a little wate... Reactants: BrC=C(C(C)(C)C)C1=CC=NC=C1 (4-(1-bromo-3,3-dimethylbut-1-en-2-yl)pyridine), ClC1=CC=2C3=C(NC2C=C1)CCN(C3)C (8-Chloro-2,3,4,5-tetrahydro-2-methyl-1H-pyrido[4,3-b]indole), P(=O)([O-])([O-])[O-].[K+].[K+].[K+] (Potassium phosphate), N1[C@H](C(=O)O)CCC1 (L-proline). Reagents/catalysts: [Cu]I (copper (I) iodide). The solvent is CN(C)C=O (DMF), CN(C)C=O (DMF). Reaction conditions: temperature 85 celsius. Yields the product ClC1=CC=2C3=C(N(C2C=C1)\C=C(/C(C)(C)C)\C1=CC=NC=C1)CCN(C3)C ((E)-8-chloro-5-(3,3-dimethyl-2-(pyridin-4-yl)but-1-enyl)-2-methyl-2,3,4,5-tetrahydro-1H-pyrido[4,3-b]indole). As a reaction SMILES: [Cl:1][C:2]1[CH:10]=[CH:9][C:8]2[NH:7][C:6]3[CH2:11][CH2:12][N:13]([CH3:15])[CH2:14][C:5]=3[C:4]=2[CH:3]=1.P([O-])([O-])([O-])=O.[K+].[K+].[K+].N1CCC[C@H]1C(O)=O.Br[CH:33]=[C:34]([C:39]1[CH:44]=[CH:43][N:42]=[CH:41][CH:40]=1)[C:35]([CH3:38])([CH3:37])[CH3:36]>CN(C=O)C.[Cu]I>[Cl:1][C:2]1[CH:10]=[CH:9][C:8]2[N:7](/[CH:33]=[C:34](/[C:39]3[CH:44]=[CH:43][N:42]=[CH:41][CH:40]=3)\[C:35]([CH3:38])([CH3:36])[CH3:37])[C:6]3[CH2:11][CH2:12][N:13]([CH3:15])[CH2:14][C:5]=3[C:4]=2[CH:3]=1 |f:1.2.3.4|. Reported procedure: 8-Chloro-2,3,4,5-tetrahydro-2-methyl-1H-pyrido[4,3-b]indole (220 mg, 1 mmol) was dissolved in DMF (3 mL). Potassium phosphate (424 mg, 2 mmol), copper (I) iodide (19 mg, 0.1 mmol) and L-proline (23 mg, 0.2 mmol) were added. A solution of 4-(1-bromo-3,3-dimethylbut-1-en-2-yl)pyridine (294 mg, 1.5 mmol) in DMF (2 mL) was added dropwise, the reaction mixture was purged with nitrogen, and heated at 85° C. overnight. The DMF was evaporated under reduced pressure and the reaction mixture was diluted w... Starting materials: N(=[N+]=[N-])C1CCC=2N(C3=CC=CC=C3C2CC(=O)OCCC)C1 (propyl (7-azido-6,7,8,9-tetrahydropyrido[1,2-α]indol-10-yl)acetate), C(#C)C1=CC=C(C=C1)OC (1-ethynyl-4-methoxybenzene). Product: COC1=CC=C(C=C1)C=1N=NN(C1)C1CCC=2N(C3=CC=CC=C3C2CC(=O)O)C1 ({7-[4-(4-Methoxy-phenyl)-[1,2,3]triazol-1-yl]-6,7,8,9-tetrahydropyrido[1,2-α]indol-10-yl}-acetic acid). As a reaction SMILES: [N:1]([CH:4]1[CH2:23][N:8]2[C:9]3[C:14]([C:15]([CH2:16][C:17]([O:19]CCC)=[O:18])=[C:7]2[CH2:6][CH2:5]1)=[CH:13][CH:12]=[CH:11][CH:10]=3)=[N+:2]=[N-:3].[C:24]([C:26]1[CH:31]=[CH:30][C:29]([O:32][CH3:33])=[CH:28][CH:27]=1)#[CH:25]>>[CH3:33][O:32][C:29]1[CH:30]=[CH:31][C:26]([C:24]2[N:3]=[N:2][N:1]([CH:4]3[CH2:23][N:8]4[C:9]5[C:14]([C:15]([CH2:16][C:17]([OH:19])=[O:18])=[C:7]4[CH2:6][CH2:5]3)=[CH:13][CH:12]=[CH:11][CH:10]=5)[CH:25]=2)=[CH:27][CH:28]=1. Procedure: The title compound was prepared using analogous procedures described in EXAMPLE 1 from propyl (7-azido-6,7,8,9-tetrahydropyrido[1,2-α]indol-10-yl)acetate and 1-ethynyl-4-methoxybenzene. 1H NMR (400 MHz, DMSO-d6): δ 12.14 (s, 1 H), 8.67 (s, 1 H), 7.78 (d, 2 H), 7.48 (d, 1 H), 7.42 (d, 1 H), 7.13-6.99 (m, 4 H), 5.40-5.30 (m, 1 H), 4.74 (dd, 1 H), 4.40 (dd, 1 H), 3.80 (s, 3 H), 3.61 (s, 2 H), 3.12-3.01 (m, 2 H). MS (+ESI) m/z: 403.1. Reactants: C(=O)([O-])[O-].[K+].[K+] (K2CO3), CI (methyl iodide), O (water), OC1=C(C=CC=2OCCOC21)C(C)=O (1-(5-Hydroxy-2,3-dihydro-1,4-benzodioxin-6-yl)ethan-1-one). Solvent: CN(C)C=O (DMF). Conditions: temperature 80 celsius. Product: COC1=C(C=CC=2OCCOC21)C(C)=O (1-(5-Methoxy-2,3-dihydro-1,4-benzodioxin-6-yl)ethan-1-one). The yield is 70.9%. Reaction SMILES: [C:1]([O-])([O-])=O.[K+].[K+].CI.O.[OH:10][C:11]1[C:20]2[O:19][CH2:18][CH2:17][O:16][C:15]=2[CH:14]=[CH:13][C:12]=1[C:21](=[O:23])[CH3:22]>CN(C=O)C>[CH3:1][O:10][C:11]1[C:20]2[O:19][CH2:18][CH2:17][O:16][C:15]=2[CH:14]=[CH:13][C:12]=1[C:21](=[O:23])[CH3:22] |f:0.1.2|. Reported procedure: In a round-bottomed flask, 500 mg of 1-(5-Hydroxy-2,3-dihydro-1,4-benzodioxin-6-yl)ethan-1-one was dissolved in 1 mL of DMF. To this solution was added, 414 mg of K2CO3, and methyl iodide (1 mL, excess). The reaction was heated to 80° C. overnight. The reaction was poured into water and extracted with diethyl ether. The organic extract was washed with brine, dried (Na2SO4), filtered, and concentrated to afford 0.38 g (70%) of the acetophenone 8. The reactants are ClP1OC2=C(C3=C1C=CC=C3)C=CC=C2 (6-chloro-6H-dibenz[c,e][1,2]oxaphos-phorine), CC=1C=CC=CC1C (o-xylene), C(C)(C)[Mg]Br (isopropylmagnesium bromide). Run in O1CCCC1 (tetrahydrofuran). Conditions: temperature 120 celsius. Product: C(C)(C)P(C1=C(C=CC=C1)C1=C(C=CC=C1)O)C(C)C (2-diisopropylphosphino-2'-hydroxybiphenyl). The yield is 68.0%. As a reaction SMILES: Cl[P:2]1[C:7]2[CH:8]=[CH:9][CH:10]=[CH:11][C:6]=2[C:5]2[CH:12]=[CH:13][CH:14]=[CH:15][C:4]=2[O:3]1.[CH:16]([Mg]Br)([CH3:18])[CH3:17].[CH3:21][C:22]1C=CC=C[C:27]=1C>O1CCCC1>[CH:16]([P:2]([CH:22]([CH3:27])[CH3:21])[C:7]1[CH:8]=[CH:9][CH:10]=[CH:11][C:6]=1[C:5]1[CH:12]=[CH:13][CH:14]=[CH:15][C:4]=1[OH:3])([CH3:18])[CH3:17]. Procedure details: 46.9 g (0.2 mol) of 6-chloro-6H-dibenz[c,e][1,2]oxaphos-phorine in 250 ml of anhydrous o-xylene at 80° C. are introduced, in an argon atmosphere with stirring, and a solution of 0.45 mol of isopropylmagnesium bromide in 300 ml of tetrahydrofuran is added dropwise. Tetrahydrofuran is distilled off and the temperature slowly increased to 120° C. in the course of this. The mixture is then stirred for 3 hours at 120° C., cooled to room temperature and 100 ml of water are added. The mixture is neutra... Reactants: solution, C(CCC)[Li] (butyl lithium), C(C)(C)(C)O (tert.butanol), lithium tert.-butylate, C(C1=CC=CC=C1)(=O)O[C@@]1(C(C[C@@H](C[C@H]1C)O)(C)C)C#C\C(=C\CO)\C ((1S,4R,6R)-4-hydroxy-1-(5-hydroxy-3-methyl-3E-penten-1-ynyl)-2,2,6-trimethylcyclohexyl benzoate), ice water. Solvent: CCCCCC (hexane), C1(=CC=CC=C1)C (toluene), C1(=CC=CC=C1)C (toluene). Run at temperature -25 celsius, time 30 minute. Product: O[C@@H]1CC(=C(C(C1)(C)C)C#CC(/C=C/O)C)C ((4R)-5-(4-hydroxy-2,6,6-trimethyl-1-cyclohexen-1-yl)-3-methyl-2E-penten-4-yn-1-ol). Yield: 79.2%. RXN SMILES: C(O)(C)(C)C.C([Li])CCC.C(O[C@@:20]1([C:30]#[C:31]/[C:32](/[CH3:36])=[CH:33]/[CH2:34][OH:35])[C@H:25]([CH3:26])[CH2:24][C@@H:23]([OH:27])[CH2:22][C:21]1([CH3:29])[CH3:28])(=O)C1C=CC=CC=1>CCCCCC.C1(C)C=CC=CC=1>[OH:27][C@H:23]1[CH2:22][C:21]([CH3:28])([CH3:29])[C:20]([C:30]#[C:31][CH:32]([CH3:36])/[CH:33]=[CH:34]/[OH:35])=[C:25]([CH3:26])[CH2:24]1. Reported procedure: In a sulphonation flask equipped with a stirrer, a thermometer, a dropping funnel, a reflux condenser and an apparatus for inert gasification 16 ml of tert.butanol and 20 ml of absolute toluene were placed under argon and cooled to -25° C. This solution was treated dropwise at -30° C. to -20° C. within 10 minutes with 52 ml of a 1.56M solution of butyl lithium in hexane and the mixture was stirred for a further 30 minutes without cooling. There was subsequently added to the thus-prepared solutio...